From a dataset of the Open Reaction Database (ORD), a public repository of structured organic reaction records. describe an organic reaction: reactants, conditions, products, and yield Starting materials: saturated solution, Cl (hydrogen chloride), O1C(CCCC1)OCCC1=C(C=CC(=C1Cl)Cl)CCN (2-(2-Tetrahydropyranyloxyethyl)-3,4-dichlorobenzeneethanamine). The solvent is CCOCC (ether), CO (methanol). Reaction conditions: time 30 minute. Yields the product OCCC1=C(C=CC(=C1Cl)Cl)CCN (2-(2-Hydroxyethyl)-3,4-dichlorobenzeneethanamine). RXN SMILES: O1CCCCC1[O:7][CH2:8][CH2:9][C:10]1[C:15]([Cl:16])=[C:14]([Cl:17])[CH:13]=[CH:12][C:11]=1[CH2:18][CH2:19][NH2:20].Cl>CO.CCOCC>[OH:7][CH2:8][CH2:9][C:10]1[C:15]([Cl:16])=[C:14]([Cl:17])[CH:13]=[CH:12][C:11]=1[CH2:18][CH2:19][NH2:20]. Procedure: 81 g of the product obtained above according to (b) are dissolved in 38 ml of methanol. 80 ml of a saturated solution of hydrogen chloride in ether are added, the temperature being kept between 20° and 25° C. The mixture is stirred for 30 minutes at room temperature and then concentrated to dryness. The residue is dissolved in 250 ml of water, washed twice with ethyl ether, rendered alkaline with a solution of NaOH and extracted with CH2Cl2. After drying over MgSO4, the extract is concentrated t... Starting materials: CCN(C(C)C)C(C)C, O=S(=O)(Cl)c1ccc(Cl)c(Cl)c1, ClCCl, Fc1ccc(N2CCNCC2)c(C(F)(F)F)c1. Yields the product O=S(=O)(c1ccc(Cl)c(Cl)c1)N1CCN(c2ccc(F)cc2C(F)(F)F)CC1. RXN SMILES: [CH:30]([N:31]([CH:32]([CH3:33])[CH3:34])[CH2:35][CH3:36])([CH3:37])[CH3:38].[Cl:18][c:19]1[cH:20][c:21]([S:26](=[O:27])(=[O:28])[Cl:29])[cH:22][cH:23][c:24]1[Cl:25].[Cl:39][CH2:40][Cl:41].[F:1][c:2]1[cH:3][c:4]([C:14]([F:15])([F:16])[F:17])[c:5]([N:8]2[CH2:9][CH2:10][NH:11][CH2:12][CH2:13]2)[cH:6][cH:7]1>>[F:1][c:2]1[cH:3][c:4]([C:14]([F:15])([F:16])[F:17])[c:5]([N:8]2[CH2:9][CH2:10][N:11]([S:26]([c:21]3[cH:20][c:19]([Cl:18])[c:24]([Cl:25])[cH:23][cH:22]3)(=[O:27])=[O:28])[CH2:12][CH2:13]2)[cH:6][cH:7]1.